From a dataset of the Open Reaction Database (ORD), a public repository of structured organic reaction records. describe an organic reaction: reactants, conditions, products, and yield The reactants are solution, 4-M, Cl (hydrochloric acid), O1CCOCC1 (dioxane), NC=1C=C(C=CC1OC)/C=C(/C#N)\C1=CC(=C(C(=C1)OC)OC)OC.C(=O)(OC(C)(C)C)NCC(=O)N ((E)-3-(3-amino-4-methoxyphenyl)-2-(3,4,5-trimethoxyphenyl)-prop-2-enenitrile Boc-glycineamide), C(C)OCC (diethyl ether). Run in ClCCl (dichloromethane). The product is NC=1C=C(C=CC1OC)/C=C(/C#N)\C1=CC(=C(C(=C1)OC)OC)OC.NCC(=O)N ((E)-3-(3-Amino-4-methoxyphenyl)-2-(3,4,5-trimethoxyphenyl)-prop-2-enenitrile glycineamide). The yield is 71.4%. Reaction SMILES: [NH2:1][C:2]1[CH:3]=[C:4](/[CH:10]=[C:11](\[C:14]2[CH:19]=[C:18]([O:20][CH3:21])[C:17]([O:22][CH3:23])=[C:16]([O:24][CH3:25])[CH:15]=2)/[C:12]#[N:13])[CH:5]=[CH:6][C:7]=1[O:8][CH3:9].C([NH:33][CH2:34][C:35]([NH2:37])=[O:36])(OC(C)(C)C)=O.Cl.O1CCOCC1.C(OCC)C>ClCCl>[NH2:1][C:2]1[CH:3]=[C:4](/[CH:10]=[C:11](\[C:14]2[CH:15]=[C:16]([O:24][CH3:25])[C:17]([O:22][CH3:23])=[C:18]([O:20][CH3:21])[CH:19]=2)/[C:12]#[N:13])[CH:5]=[CH:6][C:7]=1[O:8][CH3:9].[NH2:33][CH2:34][C:35]([NH2:37])=[O:36] |f:0.1,6.7|. Procedure details: Eight-hundred milligrams of (E)-3-(3-amino-4-methoxyphenyl)-2-(3,4,5-trimethoxyphenyl)-prop-2-enenitrile-Boc-glycineamide were dissolved in 3 ml of dichloromethane, and 3 ml of a solution of 4-M hydrochloric acid and dioxane were added thereto. The mixture was reacted at room temperature for 2 hours. Thirty milliliters of diethyl ether were added thereto, and the resulting mixture was filtered. The thus-obtained powder was hot-washed with a mixture of chloroform, isopropanol and toluene at a rat... Reactants: CC(=O)OC(C)=O, NC1=NS(=O)(=O)c2cccc(Cl)c21. The product is CC(=O)NC1=NS(=O)(=O)c2cccc(Cl)c21. As a reaction SMILES: [C:14]([CH3:15])(=[O:16])[O:17][C:18](=[O:19])[CH3:20].[NH2:1][C:2]1=[N:3][S:4](=[O:12])(=[O:13])[c:5]2[c:6]1[c:7]([Cl:11])[cH:8][cH:9][cH:10]2>>[NH:1]([C:2]1=[N:3][S:4](=[O:12])(=[O:13])[c:5]2[c:6]1[c:7]([Cl:11])[cH:8][cH:9][cH:10]2)[C:14]([CH3:15])=[O:16]. The reactants are CN(CCCOC1=CC=C(C=O)C=C1)C (4-[3-(Dimethylamino)propoxy]benzaldehyde), NCC1=CC=C(C#N)C=C1 (4-aminomethyl benzonitrile), CO.O1CCOCC1 (methanol dioxane). The product is C(#N)C1=CC=C(CNC(C(OC)C2=CC=C(C=C2)OCCCN(C)C)=O)C=C1 ((RS)-N-(4-cyano-benzyl)-2-[4-(3-dimethylamino-propoxy)-phenyl]-2-methoxy-acetamide). RXN SMILES: [CH3:1][N:2]([CH3:15])[CH2:3][CH2:4][CH2:5][O:6][C:7]1[CH:14]=[CH:13][C:10](C=O)=[CH:9][CH:8]=1.[NH2:16][CH2:17][C:18]1[CH:25]=[CH:24][C:21]([C:22]#[N:23])=[CH:20][CH:19]=1.CO.[O:28]1[CH2:33][CH2:32][O:31][CH2:30]C1>>[C:22]([C:21]1[CH:24]=[CH:25][C:18]([CH2:17][NH:16][C:33](=[O:28])[CH:32]([C:10]2[CH:13]=[CH:14][C:7]([O:6][CH2:5][CH2:4][CH2:3][N:2]([CH3:1])[CH3:15])=[CH:8][CH:9]=2)[O:31][CH3:30])=[CH:19][CH:20]=1)#[N:23] |f:2.3|. Reported procedure: 4-[3-(Dimethylamino)propoxy]benzaldehyde was reacted according to general procedure A using methanol/dioxane as a solvent. The product of this reaction was subsequently coupled with 4-aminomethyl benzonitrile according to general procedure B to give (RS)-N-(4-cyano-benzyl)-2-[4-(3-dimethylamino-propoxy)-phenyl]-2-methoxy-acetamide. Colorless solid. MS 382.3 ([M+H]+) Reactants: C(#N)[C@H](C)NC(OC(C)(C)C)=O ((S)-tert-butyl 1-cyanoethylcarbamate), C(CCCCC)C1=CC=C(C(=O)O)C=C1 (4-hexylbenzoic acid). The product is C(#N)[C@H](C)NC(C1=CC=C(C=C1)CCCCCC)=O ((S)—N-(1-cyanoethyl)-4-hexylbenzamide). RXN SMILES: [C:1]([C@@H:3]([NH:5][C:6](=[O:12])OC(C)(C)C)[CH3:4])#[N:2].[CH2:13]([C:19]1[CH:27]=[CH:26][C:22](C(O)=O)=[CH:21][CH:20]=1)[CH2:14][CH2:15][CH2:16][CH2:17][CH3:18]>>[C:1]([C@@H:3]([NH:5][C:6](=[O:12])[C:22]1[CH:21]=[CH:20][C:19]([CH2:13][CH2:14][CH2:15][CH2:16][CH2:17][CH3:18])=[CH:27][CH:26]=1)[CH3:4])#[N:2]. Procedure details: General procedure D was used to deprotect 0.210 g (1.23 mmols) of 4. The product was immediately carried on using general procedure F and coupled to 1.23 mmols of 10. The title product was purified with flash chromatography using a solvent system of ethyl acetate and hexanes (1:3) to yield 0.106 g (0.41 mmols). 1H NMR (500 MHz, CDCl3) δ 7.74-7.68 (m, 2H), 7.25 (d, J=8.2, 2H), 6.61 (s, 1H), 5.20-5.11 (m, 1H), 2.70-2.61 (m, 2H), 1.66 (t, J=6.6, 3H), 1.60 (dd, J=7.3, 14.9, 2H), 1.37-1.22 (m, 6H), 0... Reactants: O=C([O-])[O-], O=C([O-])[O-], CN(C)C=O, [Cs+], [Cs+], O=[N+]([O-])c1ccc(F)cc1[N+](=O)[O-], [K+], [K+], OCc1ccc(O)cc1. The product is O=[N+]([O-])c1ccc(Oc2ccc(CO)cc2)cc1[N+](=O)[O-]. Reaction SMILES: [C:23](=[O:24])([O-:25])[O-:26].[C:29](=[O:30])([O-:31])[O-:32].[CH3:35][N:36]([CH3:37])[CH:38]=[O:39].[Cs+:33].[Cs+:34].[F:1][c:2]1[cH:3][c:4]([N+:11](=[O:12])[O-:13])[c:5]([N+:8](=[O:9])[O-:10])[cH:6][cH:7]1.[K+:27].[K+:28].[OH:14][CH2:15][c:16]1[cH:17][cH:18][c:19]([OH:22])[cH:20][cH:21]1>>[c:2]1([O:22][c:19]2[cH:18][cH:17][c:16]([CH2:15][OH:14])[cH:21][cH:20]2)[cH:3][c:4]([N+:11](=[O:12])[O-:13])[c:5]([N+:8](=[O:9])[O-:10])[cH:6][cH:7]1. Reactants: NC=1C(=CC=C2C=CN=CC12)C(F)(F)F (8-amino-7-trifluoromethylisoquinoline), FC=1C(=CC=C2C=CN=CC12)C(F)(F)F (8-fluoro-7-trifluoromethylisoquinoline). The product is FC=1C(=CC=C2CCNCC12)C(F)(F)F (8-fluoro-7-trifluoromethyl-1,2,3,4-tetrahydroisoquinoline). RXN SMILES: NC1C(C(F)(F)F)=CC=C2C=1C=NC=C2.[F:16][C:17]1[C:18]([C:27]([F:30])([F:29])[F:28])=[CH:19][CH:20]=[C:21]2[C:26]=1[CH:25]=[N:24][CH:23]=[CH:22]2>>[F:16][C:17]1[C:18]([C:27]([F:30])([F:28])[F:29])=[CH:19][CH:20]=[C:21]2[C:26]=1[CH2:25][NH:24][CH2:23][CH2:22]2. Reported procedure: By the procedure of Example 16, 8-amino-7-trifluoromethylisoquinoline is converted to 8-fluoro-7-trifluoromethylisoquinoline. Hydrogenating by the procedure of Example 9 gives 8-fluoro-7-trifluoromethyl-1,2,3,4-tetrahydroisoquinoline.